Dataset: the Open Reaction Database (ORD), a public repository of structured organic reaction records. Task: describe an organic reaction: reactants, conditions, products, and yield The reactants are O=C1NC(=O)c2ccccc21, CN(C)C=O, CS(=O)(=O)OCCOc1ccccc1C(=O)Nc1ccc(C(=O)N2CCCCc3cc(Cl)ccc32)cn1, [K]. Yields the product O=C(Nc1ccc(C(=O)N2CCCCc3cc(Cl)ccc32)cn1)c1ccccc1OCCN1C(=O)c2ccccc2C1=O. Reaction SMILES: [C:38]1(=[O:48])[c:39]2[c:40]([cH:44][cH:45][cH:46][cH:47]2)[C:41](=[O:43])[NH:42]1.[CH3:50][N:51]([CH3:52])[CH:53]=[O:54].[Cl:1][c:2]1[cH:3][cH:4][c:5]2[c:6]([cH:37]1)[CH2:7][CH2:8][CH2:9][CH2:10][N:11]2[C:12]([c:13]1[cH:14][n:15][c:16]([NH:19][C:20]([c:21]2[c:22]([O:27][CH2:28][CH2:29][O:30][S:31]([CH3:32])(=[O:33])=[O:34])[cH:23][cH:24][cH:25][cH:26]2)=[O:35])[cH:17][cH:18]1)=[O:36].[K:49]>>[Cl:1][c:2]1[cH:3][cH:4][c:5]2[c:6]([cH:37]1)[CH2:7][CH2:8][CH2:9][CH2:10][N:11]2[C:12]([c:13]1[cH:14][n:15][c:16]([NH:19][C:20]([c:21]2[c:22]([O:27][CH2:28][CH2:29][N:42]3[C:38](=[O:48])[c:39]4[c:40]([cH:44][cH:45][cH:46][cH:47]4)[C:41]3=[O:43])[cH:23][cH:24][cH:25][cH:26]2)=[O:35])[cH:17][cH:18]1)=[O:36]. Starting materials: 1,4-bis(3,4-dicarboxytrifluorophenoxy)tetrachlorobenzene dianhydride, ClC1=C(C(=C(C(=C1O)Cl)Cl)O)Cl (tetrachlorohydroquinone), FC=1C(=C(C(=C(C1C#N)C#N)F)F)F (tetrafluorophthalonitrile), ClC1=C(C(=C(C(=C1O)Cl)Cl)O)Cl (tetrachlorohydroquinone). Product: C(#N)C=1C(=C(OC2=C(C(=C(C(=C2Cl)Cl)OC2=C(C(=C(C(=C2F)F)C#N)C#N)F)Cl)Cl)C(=C(C1C#N)F)F)F (1,4-bis(3,4-dicyanotrifluorophenoxy)tetrachlorobenzene). RXN SMILES: [F:1][C:2]1[C:3](F)=[C:4]([F:13])[C:5]([F:12])=[C:6]([C:10]#[N:11])[C:7]=1[C:8]#[N:9].[Cl:15][C:16]1[C:21]([OH:22])=[C:20]([Cl:23])[C:19]([Cl:24])=[C:18]([OH:25])[C:17]=1[Cl:26]>>[C:8]([C:7]1[C:2]([F:1])=[C:3]([C:4]([F:13])=[C:5]([F:12])[C:6]=1[C:10]#[N:11])[O:22][C:21]1[C:16]([Cl:15])=[C:17]([Cl:26])[C:18]([O:25][C:3]2[C:4]([F:13])=[C:5]([F:12])[C:6]([C:10]#[N:11])=[C:7]([C:8]#[N:9])[C:2]=2[F:1])=[C:19]([Cl:24])[C:20]=1[Cl:23])#[N:9]. Procedure: The objective 1,4-bis(3,4-dicarboxytrifluorophenoxy)tetrachlorobenzene dianhydride is produced as an embodiment by reacting tetrafluorophthalonitrile and tetrachlorohydroquinone (or its metal salts such as 2 Na salt; it is summarized as “tetrachlorohydroquinone”) in the presence of a base in a solvent at a temperature of −20° C. to 200° C. for 0.1 to 20 hours to form 1,4-bis(3,4-dicyanotrifluorophenoxy)tetrachlorobenzene (Step 1a); hydrolyzing the resulting 1,4-bis(3,4-dicyanotrifluorophenoxy)te...